Task: describe an organic reaction: reactants, conditions, products, and yield. Dataset: the Open Reaction Database (ORD), a public repository of structured organic reaction records The product is ClC1=C(C(=NN1C)C(F)F)C(=O)Cl (5-chloro-3-(difluoromethyl)-1-methyl-1H-pyrazole-4-carbonyl chloride). RXN SMILES: [Cl:1][C:2]1[N:6]([CH3:7])[N:5]=[C:4]([CH:8]([F:10])[F:9])[C:3]=1[C:11]([OH:13])=O.S(Cl)([Cl:16])=O>>[Cl:1][C:2]1[N:6]([CH3:7])[N:5]=[C:4]([CH:8]([F:10])[F:9])[C:3]=1[C:11]([Cl:16])=[O:13]. Starting materials: ClC1=C(C(=NN1C)C(F)F)C(=O)O (5-chloro-3-(difluoromethyl)-1-methyl-1H-pyrazole-4-carboxylic acid), S(=O)(Cl)Cl (thionyl chloride). Reported procedure: 3.2 g of 5-chloro-3-(difluoromethyl)-1-methyl-1H-pyrazole-4-carboxylic acid and 44.3 ml of thionyl chloride were refluxed for 5 hours. After cooling down, the reaction mixture was evaporated under vacuum to yield 3.5 g of 5-chloro-3-(difluoromethyl)-1-methyl-1H-pyrazole-4-carbonyl chloride as a yellow oil. Starting materials: CI, COC(=O)C1(CO)CCC(c2ccc(OCc3ccccc3F)c(OC)c2)N1C(=O)OC(C)(C)C, [H-], [Na+], CN(C)C=O. The product is COCC1(C(=O)OC)CCC(c2ccc(OCc3ccccc3F)c(OC)c2)N1C(=O)OC(C)(C)C. RXN SMILES: [CH3:36][I:37].[F:1][c:2]1[c:3]([CH2:8][O:9][c:10]2[c:11]([O:34][CH3:35])[cH:12][c:13]([CH:16]3[CH2:17][CH2:18][C:19]([C:28](=[O:29])[O:30][CH3:31])([CH2:32][OH:33])[N:20]3[C:21](=[O:22])[O:23][C:24]([CH3:25])([CH3:26])[CH3:27])[cH:14][cH:15]2)[cH:4][cH:5][cH:6][cH:7]1.[H-:39].[Na+:38].[O:40]=[CH:41][N:42]([CH3:43])[CH3:44]>>[F:1][c:2]1[c:3]([CH2:8][O:9][c:10]2[c:11]([O:34][CH3:35])[cH:12][c:13]([CH:16]3[CH2:17][CH2:18][C:19]([C:28](=[O:29])[O:30][CH3:31])([CH2:32][O:33][CH3:36])[N:20]3[C:21](=[O:22])[O:23][C:24]([CH3:25])([CH3:26])[CH3:27])[cH:14][cH:15]2)[cH:4][cH:5][cH:6][cH:7]1. The reactants are CC(C)(C)OC(=O)NC(Cc1ccccc1)C(O)C(O)C1CCCN1, O=C(O)C(F)(F)F. Product: NC(Cc1ccccc1)C(O)C(O)C1CCCN1. Reaction SMILES: [CH2:1]([c:2]1[cH:3][cH:4][cH:5][cH:6][cH:7]1)[CH:8]([CH:9]([CH:10]([CH:11]1[NH:12][CH2:13][CH2:14][CH2:15]1)[OH:16])[OH:17])[NH:18][C:19](=[O:20])[O:21][C:22]([CH3:23])([CH3:24])[CH3:25].[F:26][C:27]([F:28])([F:29])[C:30]([OH:31])=[O:32]>>[CH2:1]([c:2]1[cH:3][cH:4][cH:5][cH:6][cH:7]1)[CH:8]([CH:9]([CH:10]([CH:11]1[NH:12][CH2:13][CH2:14][CH2:15]1)[OH:16])[OH:17])[NH2:18].